From a dataset of the Open Reaction Database (ORD), a public repository of structured organic reaction records. describe an organic reaction: reactants, conditions, products, and yield Reactants: [N+](=O)([O-])C1=CC(=C(C=C1)N)N (4-nitro-o-phenylenediamine), C(#N)C1=CC=C(C=C1)CC(=O)O (4-cyanophenylacetic acid), N (ammonia). Solvent: P(=O)(Cl)(Cl)Cl (phosphorus oxychloride). Product: [N+](=O)([O-])C1=CC2=C(NC(=N2)CC2=CC=C(C#N)C=C2)C=C1 (4-[(5-nitro-1H-benzimidazol-2-yl)-methyl]-benzonitrile). Reaction SMILES: [N+:1]([C:4]1[CH:9]=[CH:8][C:7]([NH2:10])=[C:6]([NH2:11])[CH:5]=1)([O-:3])=[O:2].[C:12]([C:14]1[CH:19]=[CH:18][C:17]([CH2:20][C:21](O)=O)=[CH:16][CH:15]=1)#[N:13].N>P(Cl)(Cl)(Cl)=O>[N+:1]([C:4]1[CH:9]=[CH:8][C:7]2[NH:10][C:21]([CH2:20][C:17]3[CH:18]=[CH:19][C:14]([C:12]#[N:13])=[CH:15][CH:16]=3)=[N:11][C:6]=2[CH:5]=1)([O-:3])=[O:2]. Procedure: 3.1 g (0.02 mol) of 4-nitro-o-phenylenediamine and 3.7 g (0.023 mol) of 4-cyanophenylacetic acid are refluxed for 2 hours in 30 ml of phosphorus oxychloride. After cooling the mixture is neutralised with concentrated ammonia and extracted with ethyl acetate. The combined organic extracts are dried over sodium sulphate and concentrated by evaporation. The residue is chromatographed on silica gel, eluting with methylene chloride/methanol (50:1). The desired fractions are concentrated by evaporatio... Starting materials: C1CCOC1, COC(=O)CCc1ccc(C#CCO)cc1. Yields the product COC(=O)CCc1ccc(CCCO)cc1. As a reaction SMILES: [CH2:17]1[O:18][CH2:19][CH2:20][CH2:21]1.[CH3:1][O:2][C:3]([CH2:4][CH2:5][c:6]1[cH:7][cH:8][c:9]([C:12]#[C:13][CH2:14][OH:15])[cH:10][cH:11]1)=[O:16]>>[CH3:1][O:2][C:3]([CH2:4][CH2:5][c:6]1[cH:7][cH:8][c:9]([CH2:12][CH2:13][CH2:14][OH:15])[cH:10][cH:11]1)=[O:16]. Reaction SMILES: [CH3:1][C:2]1[O:6][N:5]=[C:4]([C:7]2[CH:12]=[CH:11][C:10]([NH:13][CH2:14][C:15]3[N:19]([CH3:20])[C:18]4[CH:21]=[CH:22][C:23]([C@@:25]([NH2:34])([C:27]([N:29]5[CH2:33][CH2:32][CH2:31][CH2:30]5)=[O:28])[CH3:26])=[CH:24][C:17]=4[N:16]=3)=[CH:9][CH:8]=2)[N:3]=1.Br[CH2:36][C:37]#[N:38].C(=O)([O-])[O-].[K+].[K+]>CC(C)=O>[CH3:1][C:2]1[O:6][N:5]=[C:4]([C:7]2[CH:8]=[CH:9][C:10]([NH:13][CH2:14][C:15]3[N:19]([CH3:20])[C:18]4[CH:21]=[CH:22][C:23]([C@@:25]([NH:34][CH2:36][C:37]#[N:38])([C:27]([N:29]5[CH2:33][CH2:32][CH2:31][CH2:30]5)=[O:28])[CH3:26])=[CH:24][C:17]=4[N:16]=3)=[CH:11][CH:12]=2)[N:3]=1 |f:1.2.3.4|. Procedure details: Prepared analogously to Example 1k from (R)-2-[4-(5-methyl-1,2,4-oxadiazol-3-yl)-phenylaminomethyl]-1-methyl-5-[1-amino-1-(pyrrolidinocarbonyl)-ethyl]-benzimidazole and bromoacetonitrile/potassium carbonate in acetone. Yields the product CC1=NC(=NO1)C1=CC=C(C=C1)NCC1=NC2=C(N1C)C=CC(=C2)[C@](C)(C(=O)N2CCCC2)NCC#N ((R)-2-[4-(5-methyl-1,2,4-oxadiazol-3-yl)-phenylaminomethyl]-1-methyl-5-[1-cyanomethylamino-1-(pyrrolidinocarbonyl)-ethyl]-benzimidazole). Starting materials: CC1=NC(=NO1)C1=CC=C(C=C1)NCC1=NC2=C(N1C)C=CC(=C2)[C@](C)(C(=O)N2CCCC2)N ((R)-2-[4-(5-methyl-1,2,4-oxadiazol-3-yl)-phenylaminomethyl]-1-methyl-5-[1-amino-1-(pyrrolidinocarbonyl)-ethyl]-benzimidazole), BrCC#N.C([O-])([O-])=O.[K+].[K+] (bromoacetonitrile potassium carbonate). The solvent is CC(=O)C (acetone). The reactants are [Al+3], BrBr, Cc1cc2c(s1)C(=O)C(C)C2, [Cl-], [Cl-], [Cl-], ClC(Cl)Cl. Product: Cc1sc2c(c1Br)CC(C)C2=O. Reaction SMILES: [Al+3:2].[Br:16][Br:17].[CH3:5][c:6]1[cH:7][c:8]2[c:9]([s:10]1)[C:11](=[O:15])[CH:12]([CH3:14])[CH2:13]2.[Cl-:1].[Cl-:3].[Cl-:4].[Cl:18][CH:19]([Cl:20])[Cl:21]>>[CH3:5][c:6]1[c:7]([Br:16])[c:8]2[c:9]([s:10]1)[C:11](=[O:15])[CH:12]([CH3:14])[CH2:13]2. The reactants are CCOC(=O)C(CCC(C)=O)NC(=O)OC(C)(C)C, ClCCl, O=C(O)C(F)(F)F. Yields the product CCOC(=O)C1CCC(C)=N1. Reaction SMILES: [C:1]([O:2][C:3](=[O:5])[NH:8][CH:9]([C:10](=[O:11])[O:12][CH2:13][CH3:14])[CH2:15][CH2:16][C:17](=[O:4])[CH3:18])([CH3:6])([CH3:7])[CH3:19].[Cl:20][CH2:21][Cl:22].[F:23][C:24]([F:25])([F:26])[C:27]([OH:28])=[O:29]>>[N:8]1=[C:17]([CH3:18])[CH2:16][CH2:15][CH:9]1[C:10](=[O:11])[O:12][CH2:13][CH3:14]. The reactants are CS(C)=O, CCN(C(C)C)C(C)C, Cc1cc(Cl)nn2c(-c3ccnc4[nH]ccc34)c(-c3ccc(F)cc3)nc12, Cl, Cl, CC(O)CN1CCNCC1, O. The product is Cc1cc(N2CCN(CC(C)O)CC2)nn2c(-c3ccnc4[nH]ccc34)c(-c3ccc(F)cc3)nc12. RXN SMILES: [CH3:50][S:51]([CH3:52])=[O:53].[CH:40]([N:41]([CH:42]([CH3:43])[CH3:44])[CH2:45][CH3:46])([CH3:47])[CH3:48].[Cl:1][c:2]1[cH:3][c:4]([CH3:27])[c:5]2[n:6]([n:7]1)[c:8](-[c:18]1[c:19]3[c:20]([n:21][cH:22][cH:23]1)[nH:24][cH:25][cH:26]3)[c:9](-[c:11]1[cH:12][cH:13][c:14]([F:17])[cH:15][cH:16]1)[n:10]2.[ClH:28].[ClH:29].[N:30]1([CH2:36][CH:37]([CH3:38])[OH:39])[CH2:31][CH2:32][NH:33][CH2:34][CH2:35]1.[OH2:49]>>[c:2]1([N:33]2[CH2:32][CH2:31][N:30]([CH2:36][CH:37]([CH3:38])[OH:39])[CH2:35][CH2:34]2)[cH:3][c:4]([CH3:27])[c:5]2[n:6]([n:7]1)[c:8](-[c:18]1[c:19]3[c:20]([n:21][cH:22][cH:23]1)[nH:24][cH:25][cH:26]3)[c:9](-[c:11]1[cH:12][cH:13][c:14]([F:17])[cH:15][cH:16]1)[n:10]2. Reaction conditions: time 30 minute. The solvent is O1CCOCC1 (dioxan). As a reaction SMILES: [CH3:1][C:2]1[C:6]2[CH:7]=[C:8]([CH2:11][C:12]3[CH:13]=[N:14][CH:15]=[CH:16][CH:17]=3)[CH:9]=[CH:10][C:5]=2[O:4][C:3]=1[C:18]([OH:20])=O.C(N1C=CN=C1)([N:23]1C=CN=C1)=O>O1CCOCC1>[CH3:1][C:2]1[C:6]2[CH:7]=[C:8]([CH2:11][C:12]3[CH:13]=[N:14][CH:15]=[CH:16][CH:17]=3)[CH:9]=[CH:10][C:5]=2[O:4][C:3]=1[C:18]([NH2:23])=[O:20]. Procedure: A mixture of 3-methyl-5-(3-pyridylmethyl)benzofuran-2-carboxylic acid (0.28 g.), carbonyldiimidazole (0.28 g.) and dioxan (5 ml.) was heated on a steam bath for 2 hours and then evaporated. The residue was dissolved in a concentrated solution of ammonia in ethanol (10 ml.), the solution was allowed to stand for 30 minutes and then evaporated. The residue was chromatographed on silica gel. Elution with chloroform first gave a small amount of impurity followed by pure product. Evaporation of the p... The reactants are CC1=C(OC2=C1C=C(C=C2)CC=2C=NC=CC2)C(=O)O (3-methyl-5-(3-pyridylmethyl)benzofuran-2-carboxylic acid), C(=O)(N1C=NC=C1)N1C=NC=C1 (carbonyldiimidazole). Isolated yield 57.4%. Product: CC1=C(OC2=C1C=C(C=C2)CC=2C=NC=CC2)C(=O)N (3-methyl-5-(3-pyridylmethyl)benzofuran-2-carboxamide). Starting materials: ClC1=CC(=NC=2N1N=C(N2)S(=O)(=O)OCC)C (7-chloro-2-ethoxysulfonyl-5-methyl-s-triazolo[1,5-a]pyrimidine), [SH-].[Na+] (sodium hydrosulfide). Solvent: O (water). Yields the product SC1=CC(=NC=2N1N=C(N2)S(=O)(=O)O)C (7-mercapto-5-methyl-s-triazolo[1,5-a]pyrimidine-2-sulfonic acid). Isolated yield 59.9%. As a reaction SMILES: Cl[C:2]1[N:7]2[N:8]=[C:9]([S:11]([O:14]CC)(=[O:13])=[O:12])[N:10]=[C:6]2[N:5]=[C:4]([CH3:17])[CH:3]=1.[SH-:18].[Na+]>O>[SH:18][C:2]1[N:7]2[N:8]=[C:9]([S:11]([OH:14])(=[O:13])=[O:12])[N:10]=[C:6]2[N:5]=[C:4]([CH3:17])[CH:3]=1 |f:1.2|. Procedure: The product obtained in Step 3 (6 g) was added to a solution of 8.1 g sodium hydrosulfide in 100ml of water all at once with stirring under a nitrogen at room temperature. The mixture was heated at 60° C. for four hours with stirring and cooled to room temperature. The resultant yellow solution was washed twice with 100 ml of ethyl acetate. The pH of the aqueous layer was lowered to 1.0 with concentrated hydrochloric acid for crystallization. The crystals were collected by filtration and washed ...